Dataset: the Open Reaction Database (ORD), a public repository of structured organic reaction records. Task: describe an organic reaction: reactants, conditions, products, and yield The reactants are COC(=O)C1=C(N=C(S1)\C=C\C=1C(=NOC1C)C1=CC=CC=C1)C (4-methyl-2-[(E)-2-(5-methyl-3-phenyl-isoxazol-4-yl)-vinyl]-thiazole-5-carboxylic acid methyl ester), NC1COCC1 (3-amino-tetrahydrofuran). Yields the product O1CC(CC1)NC(=O)C1=C(N=C(S1)\C=C\C=1C(=NOC1C)C1=CC=CC=C1)C (4-Methyl-2-[(E)-2-(5-methyl-3-phenyl-isoxazol-4-yl)-vinyl]-thiazole-5-carboxylic acid (tetrahydro-furan-3-yl)-amide). Yield: 43.0%. As a reaction SMILES: CO[C:3]([C:5]1[S:9][C:8](/[CH:10]=[CH:11]/[C:12]2[C:13]([C:18]3[CH:23]=[CH:22][CH:21]=[CH:20][CH:19]=3)=[N:14][O:15][C:16]=2[CH3:17])=[N:7][C:6]=1[CH3:24])=[O:4].[NH2:25][CH:26]1[CH2:30][CH2:29][O:28][CH2:27]1>>[O:28]1[CH2:29][CH2:30][CH:26]([NH:25][C:3]([C:5]2[S:9][C:8](/[CH:10]=[CH:11]/[C:12]3[C:13]([C:18]4[CH:19]=[CH:20][CH:21]=[CH:22][CH:23]=4)=[N:14][O:15][C:16]=3[CH3:17])=[N:7][C:6]=2[CH3:24])=[O:4])[CH2:27]1. Reported procedure: As described for example 68c, 4-methyl-2-[(E)-2-(5-methyl-3-phenyl-isoxazol-4-yl)-vinyl]-thiazole-5-carboxylic acid methyl ester (80 mg, 0.24 mmol) was converted, using 3-amino-tetrahydrofuran instead of isopropylamine, to the title compound (40 mg, 43%) which was obtained as a light yellow solid. MS: m/e=396.3 [M+H]+. Reactants: COc1cc(NCCCN2CCCC2)ccc1[N+](=O)[O-], CO. The product is COc1cc(NCCCN2CCCC2)ccc1N. As a reaction SMILES: [CH3:1][O:2][c:3]1[cH:4][c:5]([NH:12][CH2:13][CH2:14][CH2:15][N:16]2[CH2:17][CH2:18][CH2:19][CH2:20]2)[cH:6][cH:7][c:8]1[N+:9]([O-:10])=[O:11].[CH3:21][OH:22]>>[CH3:1][O:2][c:3]1[cH:4][c:5]([NH:12][CH2:13][CH2:14][CH2:15][N:16]2[CH2:17][CH2:18][CH2:19][CH2:20]2)[cH:6][cH:7][c:8]1[NH2:9]. The reactants are FC=1C=CC2=C(C=3C(NCCC3S2)=O)C1 (8-fluoro-3,4-dihydro-2H-benzo[4,5]thieno[3,2-c]pyridin-1-one), BrC=1C=NC=CC1C(F)(F)F (3-bromo-4-trifluoromethylpyridine), trans-N,N′-dimethyl-cyclohexyl-1,2-diamine, P(=O)([O-])([O-])[O-].[K+].[K+].[K+] (potassium phosphate). Reagents/catalysts: [Cu](I)I (copper iodide). The solvent is O1CCOCC1 (1,4-dioxane). Product: FC=1C=CC2=C(C=3C(N(CCC3S2)C=2C=NC=CC2C(F)(F)F)=O)C1 (8-Fluoro-2-(4-trifluoromethylpyridine-3-yl)-3,4-dihydro-2H-benzo[4,5]thieno[3,2-c]pyridin-1-one). The yield is 9.1%. Reaction SMILES: [F:1][C:2]1[CH:3]=[CH:4][C:5]2[S:13][C:12]3[CH2:11][CH2:10][NH:9][C:8](=[O:14])[C:7]=3[C:6]=2[CH:15]=1.Br[C:17]1[CH:18]=[N:19][CH:20]=[CH:21][C:22]=1[C:23]([F:26])([F:25])[F:24].P([O-])([O-])([O-])=O.[K+].[K+].[K+]>[Cu](I)I.O1CCOCC1>[F:1][C:2]1[CH:3]=[CH:4][C:5]2[S:13][C:12]3[CH2:11][CH2:10][N:9]([C:17]4[CH:18]=[N:19][CH:20]=[CH:21][C:22]=4[C:23]([F:26])([F:25])[F:24])[C:8](=[O:14])[C:7]=3[C:6]=2[CH:15]=1 |f:2.3.4.5|. Reported procedure: Using analogous conditions and workup as described for the preparation of Example 1A above, 8-fluoro-3,4-dihydro-2H-benzo[4,5]thieno[3,2-c]pyridin-1-one (I-50g: 100 mg, 0.452 mmol) was reacted with 3-bromo-4-trifluoromethylpyridine (102.26 mg, 0.452 mmol), 1,4-dioxane (3 mL), copper iodide (8.58 mg, 0.0452 mmol), trans-N,N′-dimethyl-cyclohexyl-1,2-diamine (19.25 mg, 0.135 mmol) and potassium phosphate (286.56 mg, 1.35 mmol) in a vial at 115° C. overnight under nitrogen atmosphere to afford the c... The reactants are C(C1=CC=CC=C1)[C@@H]1N(C(OC1)=O)C(CC1CCN2C1=C(C=1C(=CC(=CC21)F)Br)SC2=CC=C(C=C2)Cl)=O ((4S)-4-benzyl-3-({8-bromo-9-[(4-chlorophenyl)thio]-6-fluoro-2,3-dihydro-1H-pyrrolo[1,2-a]indol-1-yl}acetyl)-1,3-oxazolidin-2-one), C1(=CC=CC=C1)[As](C1=CC=CC=C1)C1=CC=CC=C1 (triphenyl arsine), CN1C(=CC=C1)[Sn](CCCC)(CCCC)CCCC (1-methyl-2-(tributylstannyl)-1H-pyrrole). The reagents and catalysts are C=1C=CC(=CC1)/C=C/C(=O)/C=C/C2=CC=CC=C2.C=1C=CC(=CC1)/C=C/C(=O)/C=C/C2=CC=CC=C2.C=1C=CC(=CC1)/C=C/C(=O)/C=C/C2=CC=CC=C2.[Pd].[Pd] (tris(dibenzylideneacetone)dipalladium(0)). Run in CN(C)C=O (DMF). Reaction conditions: temperature 90 celsius, time 4 hour. The product is C(C1=CC=CC=C1)[C@@H]1N(C(OC1)=O)C(CC1CCN2C1=C(C=1C(=CC(=CC21)F)C=2N(C=CC2)C)SC2=CC=C(C=C2)Cl)=O ((4S)-4-benzyl-3-{[9-[(4-chlorophenyl)thio]-6-fluoro-8-(1-methyl-1H-pyrrol-2-yl)-2,3-dihydro-1H-pyrrolo[1,2-a]indol-1-yl]acetyl}-1,3-oxazolidin-2-one). Yield: 102.8%. RXN SMILES: [CH2:1]([C@H:8]1[CH2:12][O:11][C:10](=[O:13])[N:9]1[C:14](=[O:38])[CH2:15][CH:16]1[C:20]2=[C:21]([S:30][C:31]3[CH:36]=[CH:35][C:34]([Cl:37])=[CH:33][CH:32]=3)[C:22]3[C:23](Br)=[CH:24][C:25]([F:28])=[CH:26][C:27]=3[N:19]2[CH2:18][CH2:17]1)[C:2]1[CH:7]=[CH:6][CH:5]=[CH:4][CH:3]=1.C1([As](C2C=CC=CC=2)C2C=CC=CC=2)C=CC=CC=1.[CH3:58][N:59]1[CH:63]=[CH:62][CH:61]=[C:60]1[Sn](CCCC)(CCCC)CCCC>CN(C=O)C.C1C=CC(/C=C/C(/C=C/C2C=CC=CC=2)=O)=CC=1.C1C=CC(/C=C/C(/C=C/C2C=CC=CC=2)=O)=CC=1.C1C=CC(/C=C/C(/C=C/C2C=CC=CC=2)=O)=CC=1.[Pd].[Pd]>[CH2:1]([C@H:8]1[CH2:12][O:11][C:10](=[O:13])[N:9]1[C:14](=[O:38])[CH2:15][CH:16]1[C:20]2=[C:21]([S:30][C:31]3[CH:36]=[CH:35][C:34]([Cl:37])=[CH:33][CH:32]=3)[C:22]3[C:23]([C:60]4[N:59]([CH3:58])[CH:63]=[CH:62][CH:61]=4)=[CH:24][C:25]([F:28])=[CH:26][C:27]=3[N:19]2[CH2:18][CH2:17]1)[C:2]1[CH:7]=[CH:6][CH:5]=[CH:4][CH:3]=1 |f:4.5.6.7.8|. Procedure details: To a solution of (4S)-4-benzyl-3-({8-bromo-9-[(4-chlorophenyl)thio]-6-fluoro-2,3-dihydro-1H-pyrrolo[1,2-a]indol-1-yl}acetyl)-1,3-oxazolidin-2-one (Example 7A, Step 3, 230 mg, 0.38 mmol) in DMF (4 mL) were added tris(dibenzylideneacetone)dipalladium(0) (37 mg, 0.04 mmol), triphenyl arsine (49 mg, 0.16 mmol) and 1-methyl-2-(tributylstannyl)-1H-pyrrole (211 mg, 0.57 mmol). The mixture was degassed and stirred at 90° C. for 4 hours. The reaction was poured in 1N HCl and extracted with EtOAc. The com... Reactants: C1(=CC=CC=C1)C1=CC(CC1)=O (3-phenylcyclopent-2-en-1-one), solution, C(CCC)[Li] (n-butyllithium), CCCCCC (hexane), BrC1=CC=CC=C1 (bromobenzene), resultant mixture. Solvent: O1CCCC1 (tetrahydrofuran), O1CCCC1 (tetrahydrofuran), O1CCCC1 (tetrahydrofuran), O (water), CO (Methanol). Product: C1(=CC=CC=C1)C1=CC(=CC1)C1=CC=CC=C1 (1,3-diphenylcyclopentadiene). As a reaction SMILES: Br[C:2]1[CH:7]=[CH:6][CH:5]=[CH:4][CH:3]=1.C([Li])CCC.CCCCCC.[C:19]1([C:25]2[CH2:29][CH2:28][C:27](=O)[CH:26]=2)[CH:24]=[CH:23][CH:22]=[CH:21][CH:20]=1>O1CCCC1.O.CO>[C:2]1([C:27]2[CH2:28][CH:29]=[C:25]([C:19]3[CH:24]=[CH:23][CH:22]=[CH:21][CH:20]=3)[CH:26]=2)[CH:7]=[CH:6][CH:5]=[CH:4][CH:3]=1. Procedure details: A mixture of 7.9 g (0.050 mole) of bromobenzene in 15 ml tetrahydrofuran was slowly added to a mixture of 34 ml of a solution of n-butyllithium in hexane (1.6 mole/liter, 0.055 mole n-butyllithium) and 40 ml of tetrahydrofuran at -80° C. At -40° C., 4.7 g (0.030 mole) of 3-phenylcyclopent-2-en-1-one in a small amount of tetrahydrofuran, was slowly added to the mixture. The resultant mixture was allowed to reach room temperature. Methanol and water were added. The 1,3-diphenylcyclopentadiene form... Starting materials: ClC1=CC=C(C=N1)CC1=NC2=C(C=3C=CC=CC13)CN(C2=O)[C@H]2[C@@H](CCCC2)O ((±)-5-[(6-Chloropyridin-3-yl)methyl]-2-[trans-2-hydroxycyclohexyl]-1,2-dihydro-3H-pyrrolo[3,4-c]isoquinoline-3-one), N1N=CC=C1 (pyrazole), C([O-])([O-])=O.[Cs+].[Cs+] (cesium carbonate), CN[C@H]1[C@@H](CCCC1)NC ((±)-trans-N,N′-dimethylcyclohexane-1,2-diamine). Reagents/catalysts: [Cu]I (copper(I) iodide). Solvent: CS(=O)C (dimethylsulfoxide). Run at temperature 120 celsius. Yields the product O[C@H]1[C@@H](CCCC1)N1C(C=2N=C(C=3C=CC=CC3C2C1)CC=1C=NC(=CC1)N1N=CC=C1)=O ((±)-2-[trans-2-Hydroxycyclohexyl]-5-{[6-(1H-pyrazol-1-yl)pyridine-3-yl]methyl}-1,2-dihydro-3H-pyrrolo[3,4-c]isoquinoline-3-one). RXN SMILES: Cl[C:2]1[N:7]=[CH:6][C:5]([CH2:8][C:9]2[C:18]3[CH:17]=[CH:16][CH:15]=[CH:14][C:13]=3[C:12]3[CH2:19][N:20]([C@@H:23]4[CH2:28][CH2:27][CH2:26][CH2:25][C@H:24]4[OH:29])[C:21](=[O:22])[C:11]=3[N:10]=2)=[CH:4][CH:3]=1.[NH:30]1[CH:34]=[CH:33][CH:32]=[N:31]1.C(=O)([O-])[O-].[Cs+].[Cs+].CN[C@@H]1CCCC[C@H]1NC>CS(C)=O.[Cu]I>[OH:29][C@@H:24]1[CH2:25][CH2:26][CH2:27][CH2:28][C@H:23]1[N:20]1[CH2:19][C:12]2[C:13]3[CH:14]=[CH:15][CH:16]=[CH:17][C:18]=3[C:9]([CH2:8][C:5]3[CH:6]=[N:7][C:2]([N:30]4[CH:34]=[CH:33][CH:32]=[N:31]4)=[CH:3][CH:4]=3)=[N:10][C:11]=2[C:21]1=[O:22] |f:2.3.4|. Procedure: To a solution of (±)-5-[(6-chloropyridin-3-yl)methyl]-2-[trans-2-hydroxycyclohexyl]-1,2-dihydro-3H-pyrrolo[3,4-c]isoquinoline-3-one (Example 16, 0.040 g, 0.098 mmol) and pyrazole (0.020 g, 0.29 mmol) in 1 mL of dimethylsulfoxide under an atmosphere of nitrogen was added cesium carbonate (1.0 M aqeuous, 0.20 mL, 0.20 mmol), (±)-trans-N,N′-dimethylcyclohexane-1,2-diamine (1.4 mg, 0.0098 mmol), and copper(I) iodide (0.93 mg, 0.0049 mmol). The mixture was heated at 120° C. for 15 hr, cooled to ambie...